describe an organic reaction: reactants, conditions, products, and yield From a dataset of the Open Reaction Database (ORD), a public repository of structured organic reaction records. Starting materials: ClC1=C(C(=NC=2N1N=CC2)CCC)CC2=CC=C(C=C2)C2=C(C=CC=C2)C#N (7-Chloro-6-[(2'-cyanobiphenyl-4-yl)methyl]-5-propylpyrazolo[1,5-a]pyrimidine), C(C)(=O)[O-].[Na+] (sodium acetate), Pd on-charcoal. Run in COCCO (2-methoxyethanol). Product: C(#N)C1=C(C=CC=C1)C1=CC=C(C=C1)CC=1C(=NC=2N(C1)N=CC2)CCC (6-[(2'-cyanobiphenyl-4yl)methyl]-5-propylpyrazolo[1,5-a]pyrimidine). The yield is 81.3%. RXN SMILES: Cl[C:2]1[N:7]2[N:8]=[CH:9][CH:10]=[C:6]2[N:5]=[C:4]([CH2:11][CH2:12][CH3:13])[C:3]=1[CH2:14][C:15]1[CH:20]=[CH:19][C:18]([C:21]2[CH:26]=[CH:25][CH:24]=[CH:23][C:22]=2[C:27]#[N:28])=[CH:17][CH:16]=1.C([O-])(=O)C.[Na+]>COCCO>[C:27]([C:22]1[CH:23]=[CH:24][CH:25]=[CH:26][C:21]=1[C:18]1[CH:19]=[CH:20][C:15]([CH2:14][C:3]2[C:4]([CH2:11][CH2:12][CH3:13])=[N:5][C:6]3[N:7]([N:8]=[CH:9][CH:10]=3)[CH:2]=2)=[CH:16][CH:17]=1)#[N:28] |f:1.2|. Reported procedure: A solution of 5.4 g of the chlorinated compound prepared in Example 27 in 110 ml of 2-methoxyethanol containing 1.2 g of anhydrous sodium acetate is hydrogenated, at atmospheric pressure and ambient temperature, in the presence of 1.4 g of 5% Pd-on-charcoal. The system is purged with nitrogen. The catalyst is filtered off on Celite 545 and washed with 2-methoxyethanol. The filtrate is concentrated and taken up in ether to give 5.2 g of crude product. Purification by chromatography on silica gel ... The product is CN1[C@@H](N[C@@H](C1=O)C1=CC=CC=C1)C1=CC=CC=C1 ((2R, 5R)-3-Methyl-2,5-diphenyl-imidazolidin-4-one). Run in CO (methanol), hexanes. As a reaction SMILES: [CH:1]1[CH:2]=[CH:3][C:4]([C@@H:7]([NH2:11])[C:8]([OH:10])=O)=[CH:5][CH:6]=1.[CH3:12][NH-:13].[CH:14](=O)[C:15]1[CH:20]=[CH:19][CH:18]=[CH:17][CH:16]=1.O.C1(C)C=CC(S(O)(=O)=O)=CC=1.C(OCC)(=O)C>CO>[CH3:12][N:13]1[C:8](=[O:10])[C@@H:7]([C:4]2[CH:5]=[CH:6][CH:1]=[CH:2][CH:3]=2)[NH:11][C@H:14]1[C:15]1[CH:20]=[CH:19][CH:18]=[CH:17][CH:16]=1 |f:0.1,3.4|. Isolated yield 31.0%. Procedure: A solution of (R)-phenylglycine methyl amide (2.0 g, 12.2 mmol), benzaldehyde (990 μL, 9.7 mmol), and p-toluenesulfonic acid monohydrate (232 mg, 1.2 mmol) dissolved in 20 mL of methanol was heated to reflux for 16 hours. Concentration of the reaction mixture followed by silica gel chromatography (30-40% ethyl acetate in hexanes, linear gradient) afforded the title compound in 31% yield (750 mg, 3.0 mmol) and the more quickly eluting (2S, 5R) isomer in 58% yield (1.43 g, 5.7 mmol). IR (film) 347... Reactants: C(C)(=O)OCC (ethyl acetate), C=1C=CC(=CC1)[C@H](C(=O)O)N.C[NH-] ((R)-phenylglycine methyl amide), C(C1=CC=CC=C1)=O (benzaldehyde), O.C1(=CC=C(C=C1)S(=O)(=O)O)C (p-toluenesulfonic acid monohydrate). Starting materials: CN1C2=C(C=3C=C(C=CC13)C)CC1=CC=CC=C12 (5,8-dimethyl-5,10-dihydroindeno[1,2-b]indole), C(CCC)[Li] (n-butyllithium). The solvent is C1(=CC=CC=C1)C (toluene), CCCCC (pentane). Reaction conditions: temperature 25 celsius. Product: CN1C2=C(C=3C=C(C=CC13)C)CC1=C(C=CC=C12)[Li] (5,8-dimethyl-5,10-dihydroindeno [1,2-b]indolyllithium). RXN SMILES: [CH3:1][N:2]1[C:10]2[CH:9]=[CH:8][C:7]([CH3:11])=[CH:6][C:5]=2[C:4]2[CH2:12][C:13]3[C:18]([C:3]1=2)=[CH:17][CH:16]=[CH:15][CH:14]=3.C([Li:23])CCC>C1(C)C=CC=CC=1.CCCCC>[CH3:1][N:2]1[C:10]2[CH:9]=[CH:8][C:7]([CH3:11])=[CH:6][C:5]=2[C:4]2[CH2:12][C:13]3[C:18]([C:3]1=2)=[CH:17][CH:16]=[CH:15][C:14]=3[Li:23]. Procedure details: Under the nitrogen protection, 1.52 grams (0.0077 mole) of 5,8-dimethyl-5,10-dihydroindeno[1,2-b]indole is dissolved in 15 mL of toluene. To the solution is added 3.9 mL of n-butyllithium solution in pentane (2.0 mole/L). The mixture is refluxed for three hours and then cooled to 25° C. The precipitate is isolated by filtration, washed with hexane, and dried under vacuum, yielding 1.26 grams of 5,8-dimethyl-5,10-dihydroindeno [1,2-b]indolyllithium. Reactants: C(C)(C)C1=CC=C(C=C1)C1=NC2=C(N1CCOC)C(=CC(=C2)C#N)OC (2-(4-Isopropyl-phenyl)-7-methoxy-1-(2-methoxy-ethyl)-1H-benzoimidazole-5-carbonitrile), [H-].[H-].[H-].[H-].[Li+].[Al+3] (LiAlH4), CO (methanol), [OH-].[Na+] (NaOH). Run in C1CCOC1 (THF). The product is C(C)(C)C1=CC=C(C=C1)C1=NC2=C(N1CCOC)C(=CC(=C2)CN)OC (C-[2-(4-Isopropyl-phenyl)-7-methoxy-1-(2-methoxy-ethyl)-1H-benzoimidazol-5-yl]-methylamine). Yield: 59.4%. RXN SMILES: [CH:1]([C:4]1[CH:9]=[CH:8][C:7]([C:10]2[N:14]([CH2:15][CH2:16][O:17][CH3:18])[C:13]3[C:19]([O:25][CH3:26])=[CH:20][C:21]([C:23]#[N:24])=[CH:22][C:12]=3[N:11]=2)=[CH:6][CH:5]=1)([CH3:3])[CH3:2].[H-].[H-].[H-].[H-].[Li+].[Al+3].CO.[OH-].[Na+]>C1COCC1>[CH:1]([C:4]1[CH:5]=[CH:6][C:7]([C:10]2[N:14]([CH2:15][CH2:16][O:17][CH3:18])[C:13]3[C:19]([O:25][CH3:26])=[CH:20][C:21]([CH2:23][NH2:24])=[CH:22][C:12]=3[N:11]=2)=[CH:8][CH:9]=1)([CH3:3])[CH3:2] |f:1.2.3.4.5.6,8.9|. Procedure details: To a solution of 100 mg (0.286 mmol) 2-(4-Isopropyl-phenyl)-7-methoxy-1-(2-methoxy-ethyl)-1H-benzoimidazole-5-carbonitrile in 4 ml THF, LiAlH4 (54 mg, 1.43 mmol) is added. The reaction mixture is stirred at reflux temperature for 2 h. After that methanol (0.5 ml) and 5 ml 15% NaOH-solution is added. This mixture is filtered and the filtrate is extracted (3×) with EtOAc. The combined organic layers are washed with water (2×) and brine, dried over MgSO4, filtered and concentrated in vacuo to affor... The solvent is C1CCOC1 (THF). Reaction SMILES: [Cl:1][C:2]1[CH:16]=[C:15]([F:17])[C:14]([NH2:18])=[CH:13][C:3]=1[O:4][C:5]1([C:8]([O:10][CH2:11][CH3:12])=[O:9])[CH2:7][CH2:6]1.CN(C)C1C=CC=CC=1.Cl[C:29]([O:31][CH2:32][CH3:33])=[O:30].Cl>C1COCC1>[Cl:1][C:2]1[CH:16]=[C:15]([F:17])[C:14]([NH:18][C:29]([O:31][CH2:32][CH3:33])=[O:30])=[CH:13][C:3]=1[O:4][C:5]1([C:8]([O:10][CH2:11][CH3:12])=[O:9])[CH2:7][CH2:6]1. Yields the product ClC1=C(OC2(CC2)C(=O)OCC)C=C(C(=C1)F)NC(=O)OCC (ethyl 1-(2-chloro-4-fluoro-5-ethoxycarbonylaminophenoxy)cyclo-propanecarboxylate). Starting materials: Cl (hydrochloric acid), ClC1=C(OC2(CC2)C(=O)OCC)C=C(C(=C1)F)N (ethyl 1-(2-chloro-4-fluoro-5-amino-phenoxy)cyclopropanecarboxylate), CN(C1=CC=CC=C1)C (dimethylaniline), ClC(=O)OCC (ethyl chloroformate). Reported procedure: The obtained ethyl 1-(2-chloro-4-fluoro-5-amino-phenoxy)cyclopropanecarboxylate (1 equivalent) and dimethylaniline (1 equivalent) are added to THF and ethyl chloroformate (1 equivalent) is gradually added in drops thereto. After completion of addition, to the reaction solution is added aqueous diluted hydrochloric acid and the mixture is extracted with ethyl acetate. After concentrating the organic layer, the residue is subjected to chromatography to give ethyl 1-(2-chloro-4-fluoro-5-ethoxycarbo...